describe an organic reaction: reactants, conditions, products, and yield From a dataset of the Open Reaction Database (ORD), a public repository of structured organic reaction records. The reactants are OC1C(C(CC1)C=O)CCCCCCCO (3-hydroxy-2-(7-hydroxyheptyl)-cyclopentanecarbaldehyde), C(C)C(C(=O)C=P(C1=CC=CC=C1)(C1=CC=CC=C1)C1=CC=CC=C1)CCCC (2-ethylhexanoylmethylenetriphenylphosphorane). Run in O1CCCC1 (tetrahydrofuran). Run at temperature 0 celsius. Yields the product OCCCCCCCC1C(CCC1C=CC(C(CCCC)CC)=O)O (2-(7-hydroxyheptyl)-3-(4-ethyl-3-oxo-1-octenyl)cyclopentanol). Reaction SMILES: [OH:1][CH:2]1[CH2:6][CH2:5][CH:4]([CH:7]=O)[CH:3]1[CH2:9][CH2:10][CH2:11][CH2:12][CH2:13][CH2:14][CH2:15][OH:16].[CH2:17]([CH:19]([CH2:42][CH2:43][CH2:44][CH3:45])[C:20]([CH:22]=P(C1C=CC=CC=1)(C1C=CC=CC=1)C1C=CC=CC=1)=[O:21])[CH3:18]>O1CCCC1>[OH:16][CH2:15][CH2:14][CH2:13][CH2:12][CH2:11][CH2:10][CH2:9][CH:3]1[CH:4]([CH:7]=[CH:22][C:20](=[O:21])[CH:19]([CH2:17][CH3:18])[CH2:42][CH2:43][CH2:44][CH3:45])[CH2:5][CH2:6][CH:2]1[OH:1]. Procedure: A mixture of 3-hydroxy-2-(7-hydroxyheptyl)-cyclopentanecarbaldehyde (6 g.) [prepared as described in Example 1]and 2-ethylhexanoylmethylenetriphenylphosphorane (9g.) in dry tetrahydrofuran (70 ml.) was heated under refux under nitrogen for 6 hours. The solvent was removed in vacuo and the residue was triturated with petrol (b.p. 40°-α°C.) with cooling to 0°C. and filtered to remove triphenylphosphine oxide. Evaporation of the filtrate then gave crude 2-(7-hydroxyheptyl)-3-(4-ethyl-3-oxo-1-octeny...